This data is from the Open Reaction Database (ORD), a public repository of structured organic reaction records. The task is: describe an organic reaction: reactants, conditions, products, and yield Reactants: C=O, CNC, CC(C)O, Cl, N#Cc1cnc2[nH]ccc2c1. The product is CN(C)Cc1c[nH]c2ncc(C#N)cc12. As a reaction SMILES: [CH2:16]=[O:17].[CH3:13][NH:14][CH3:15].[CH:18]([OH:19])([CH3:20])[CH3:21].[ClH:12].[nH:1]1[cH:2][cH:3][c:4]2[c:5]1[n:6][cH:7][c:8]([C:10]#[N:11])[cH:9]2>>[nH:1]1[cH:2][c:3]([CH2:16][N:14]([CH3:13])[CH3:15])[c:4]2[c:5]1[n:6][cH:7][c:8]([C:10]#[N:11])[cH:9]2. Starting materials: CC1=C(C(CCC1)(C)C)C(CC=C)O (2,6,6-trimethyl-1-[1-hydroxy-3-butenyl]-1-cyclohexene), CC1=C(C(CCC1)(C)C)C(CC(=C)C)O (2,6,6-trimethyl-1-[1-hydroxy-3-methyl-3-butenyl]-1-cyclohexene). Yields the product CC1=C(C(CCC1)(C)C)C(CC(=C)C)=O (2,6,6-trimethyl-1-[3-methyl-3-butenoyl]-1-cyclohexene). As a reaction SMILES: CC1CCCC(C)(C)C=1C(O)CC=C.[CH3:15][C:16]1[CH2:21][CH2:20][CH2:19][C:18]([CH3:23])([CH3:22])[C:17]=1[CH:24]([OH:29])[CH2:25][C:26]([CH3:28])=[CH2:27]>>[CH3:15][C:16]1[CH2:21][CH2:20][CH2:19][C:18]([CH3:22])([CH3:23])[C:17]=1[C:24](=[O:29])[CH2:25][C:26]([CH3:28])=[CH2:27]. Procedure: By replacing hereabove 2,6,6-trimethyl-1-[1-hydroxy-3-butenyl]-1-cyclohexene with 2,6,6-trimethyl-1-[1-hydroxy-3-methyl-3-butenyl]-1-cyclohexene (nL20 =1.4939; d420 =0.9270), 2,6,6-trimethyl-1-[3-methyl-3-butenoyl]-1-cyclohexene was obtained; nD20 =1,4862; d420 =0.9307. Starting materials: O1C2=C(OCC1)C(=CC=C2)N (2,3-dihydrobenzo[b][1,4]dioxin-5-amine), O1C2=C(OCC1)C(=CC=C2)N (2,3-dihydrobenzo[b][1,4]dioxin-5-amine), C(C)(=O)OC(C)=O (acetic anhydride). Run in C(C)O (ethanol). Reaction conditions: time 5 minute. Yields the product O1C2=C(OCC1)C(=CC=C2)NC(C)=O (N-(2,3-dihydrobenzo[b][1,4]dioxin-5-yl)acetamide). Yield: 94.9%. RXN SMILES: [O:1]1[CH2:6][CH2:5][O:4][C:3]2[C:7]([NH2:11])=[CH:8][CH:9]=[CH:10][C:2]1=2.[C:12](OC(=O)C)(=[O:14])[CH3:13]>C(O)C>[O:1]1[CH2:6][CH2:5][O:4][C:3]2[C:7]([NH:11][C:12](=[O:14])[CH3:13])=[CH:8][CH:9]=[CH:10][C:2]1=2. Procedure: To a solution of 2,3-dihydrobenzo[b][1,4]dioxin-5-amine (Intermediate B3, 4.5 g, 30 mmol) in ethanol (50 mL) at room temperature was slowly added acetic anhydride (3.0 g, 30 mmol). After the addition was over, the mixture was stirred at room temperature for 5 minutes. The resulting suspension was concentrated to give the crude product, which was purified by silica gel column chromatography (petroleum ether/ethyl acetate 4/1) to afford the product N-(2,3-dihydrobenzo[b][1,4]dioxin-5-yl)acetamide ... As a reaction SMILES: [CH2:1]([O:8][C:9]([NH:11][C@H:12]([C:22]([OH:24])=[O:23])[CH2:13][NH:14][C:15]([O:17][C:18]([CH3:21])([CH3:20])[CH3:19])=[O:16])=[O:10])[C:2]1[CH:7]=[CH:6][CH:5]=[CH:4][CH:3]=1.[CH3:25][Si:26]([CH:29](O)[CH3:30])([CH3:28])[CH3:27].C1CCC(N=C=NC2CCCCC2)CC1>ClCCl.CN(C1C=CN=CC=1)C>[CH2:1]([O:8][C:9]([NH:11][C@H:12]([C:22]([O:24][CH2:30][CH2:29][Si:26]([CH3:28])([CH3:27])[CH3:25])=[O:23])[CH2:13][NH:14][C:15]([O:17][C:18]([CH3:20])([CH3:19])[CH3:21])=[O:16])=[O:10])[C:2]1[CH:3]=[CH:4][CH:5]=[CH:6][CH:7]=1. The reactants are C[Si](C)(C)C(C)O (trimethylsilylethanol), C1CCC(CC1)N=C=NC2CCCCC2 (DCC), C(C1=CC=CC=C1)OC(=O)N[C@@H](CNC(=O)OC(C)(C)C)C(=O)O (N-[(Benzyloxy)carbonyl]-3-[(tert-butoxycarbonyl)amino]-L-alanine). Yields the product C(C1=CC=CC=C1)OC(=O)N[C@@H](CNC(=O)OC(C)(C)C)C(=O)OCC[Si](C)(C)C (2-(Trimethylsilyl)ethyl N2-[(benzyloxy)carbonyl]-3-[(tert-butoxycarbonyl)amino]-L-alaninate). Run in ClCCl (dichloromethane). Run at time 8 hour. Procedure: N-[(Benzyloxy)carbonyl]-3-[(tert-butoxycarbonyl)amino]-L-alanine (1000.0 mg, 2.96 mmol) [Rane, F. Dinanath et al.; Tetrahedron Lett.; EN; 34; 20; 1993; 3201-3204] is dissolved in dichloromethane (20 ml), and trimethylsilylethanol (4.2 ml, 3.5 g, 29.55 mmol, 10 eq.), DCC (1.22 g, 5.91 mmol, 2 eq.) and DMAP (361.1 mg, 2.96 mmol, 1 eq.) are successively added to the solution at −20° C. The reaction is warmed to RT and stirred at this temperature overnight and brought to complete conversion. For the... The reagents and catalysts are CN(C)C=1C=CN=CC1 (DMAP). The reactants are [OH-].[K+] (potassium hydroxide), OC(CN1CCCCC1)(C#C)C1=CC=CC=C1 (2-hydroxy-2-phenyl-1 piperidino-3-butyne), mercuric acetate, C(C)(=O)N (acetamide). The solvent is CO (methanol), C(C)(=O)O (acetic acid), C(C)(=O)OC(C)=O (acetic anhydride), C(Cl)Cl (methylene chloride). Run at time 8 hour. Yields the product OC(CN1CCCCC1)(C(C)=O)C1=CC=CC=C1 (2-hydroxy-2-phenyl-1-piperidino-3-butanone). As a reaction SMILES: [OH:1][C:2]([C:12]1[CH:17]=[CH:16][CH:15]=[CH:14][CH:13]=1)([C:10]#[CH:11])[CH2:3][N:4]1[CH2:9][CH2:8][CH2:7][CH2:6][CH2:5]1.C(N)(=[O:20])C.[OH-].[K+]>C(O)(=O)C.C(OC(=O)C)(=O)C.C(Cl)Cl.CO>[OH:1][C:2]([C:12]1[CH:17]=[CH:16][CH:15]=[CH:14][CH:13]=1)([C:10](=[O:20])[CH3:11])[CH2:3][N:4]1[CH2:5][CH2:6][CH2:7][CH2:8][CH2:9]1 |f:2.3|. Procedure details: To a solution of 114.5 g (0.5 mole) of 2-hydroxy-2-phenyl-1 piperidino-3-butyne in 500 mL of acetic acid and 50 mL of acetic anhydride is added 160 g (0.5 mole) of mercuric acetate. After being stirred overnight at room temperature, the mixture is poured into a 1-L round bottomed flask equipped with an overhead stirrer and diluted with 500 mL of methylene chloride. To this is added 86 g (1.18 mole) of acetamide and 1 L of celite. After being stirred overnight, the mixture is filtered through a l... Reactants: FC(C=1C=C(CBr)C=C(C1)C(F)(F)F)(F)F (3,5-bistrifluoromethylbenzyl bromide), C(=O)(OC(C)(C)C)N[C@@H](CC1=CNC2=CC=CC=C12)C(=O)O (BOC-L-tryptophan). Yields the product CC(C)(OC(=O)NC(C(=O)OCC1=CC(=CC(=C1)C(F)(F)F)C(F)(F)F)CC1=CNC2=CC=CC=C12)C (3,5-Bistrifluoromethylbenzyl 2-(1,1-dimethylethoxycarbonylamino)-3-(3-indolyl)propionate). Reaction SMILES: [F:1][C:2]([F:16])([F:15])[C:3]1[CH:4]=[C:5]([CH:8]=[C:9]([C:11]([F:14])([F:13])[F:12])[CH:10]=1)[CH2:6]Br.[C:17]([NH:24][C@H:25]([C:36]([OH:38])=[O:37])[CH2:26][C:27]1[C:35]2[C:30](=[CH:31][CH:32]=[CH:33][CH:34]=2)[NH:29][CH:28]=1)([O:19][C:20]([CH3:23])([CH3:22])[CH3:21])=[O:18]>>[CH3:22][C:20]([CH3:23])([O:19][C:17]([NH:24][CH:25]([CH2:26][C:27]1[C:35]2[C:30](=[CH:31][CH:32]=[CH:33][CH:34]=2)[NH:29][CH:28]=1)[C:36]([O:38][CH2:6][C:5]1[CH:4]=[C:3]([C:2]([F:16])([F:15])[F:1])[CH:10]=[C:9]([C:11]([F:14])([F:13])[F:12])[CH:8]=1)=[O:37])=[O:18])[CH3:21]. Reported procedure: Following the method of Example 1, 3,5-bistrifluoromethylbenzyl bromide (4.9 g) and N α BOC-L-tryptophan (5 g) gave the title compound after recrystallisation from ethyl acetate/petroleum ether. The reactants are 35.4, CN(CCCNC=O)C (N-(3-dimethylaminopropyl)formamide), COC1=C(C=C(CCl)C=C1)[N+](=O)[O-] (4-methoxy-3-nitrobenzyl chloride). Run in C(C)(C)O (isopropyl alcohol), C(C)(C)O (isopropyl alcohol). Conditions: temperature 20 celsius, time 4 hour. The product is 71.1, [Cl-].C[N+](CCCNC=O)(CC1=CC(=C(C=C1)OC)[N+](=O)[O-])C (N,N-dimethyl-N-(3-nitro-4-methoxybenzyl)-N-3-formamidopropyl-ammonium chloride). RXN SMILES: [CH3:1][N:2]([CH3:9])[CH2:3][CH2:4][CH2:5][NH:6][CH:7]=[O:8].[CH3:10][O:11][C:12]1[CH:19]=[CH:18][C:15]([CH2:16][Cl:17])=[CH:14][C:13]=1[N+:20]([O-:22])=[O:21]>C(O)(C)C>[Cl-:17].[CH3:1][N+:2]([CH3:9])([CH2:16][C:15]1[CH:18]=[CH:19][C:12]([O:11][CH3:10])=[C:13]([N+:20]([O-:22])=[O:21])[CH:14]=1)[CH2:3][CH2:4][CH2:5][NH:6][CH:7]=[O:8] |f:3.4|. Procedure: To a refluxing solution of 35.4 parts of N-(3-dimethylaminopropyl)formamide in 40 parts of isopropyl alcohol there was added over a two hour period 50.4 parts of 4-methoxy-3-nitrobenzyl chloride. Refluxing was continued for four hours after which the reaction mixture was diluted with 100 parts of isopropyl alcohol and cooled to 20° C. The solid that separated was collected and washed with a small amount of fresh isopropyl alcohol and then dried in a vacuum oven to yield 71.1 parts of N,N-dimethy...